This data is from the Open Reaction Database (ORD), a public repository of structured organic reaction records. The task is: describe an organic reaction: reactants, conditions, products, and yield The reactants are 12, ClC=1C=C(C=CC1C(C1=C(C=C(C=C1)Cl)Cl)Cl)N1N=CC(NC1=O)=O (2-[3-chloro-4-[chloro(2,4-dichlorophenyl)methyl]phenyl]-1,2,4-triazine-3,5(2H,4H)-dione), [Cu](C#N)C#N (copper cyanide). Run in ClC(Cl)Cl (trichloromethane), CO (methanol). Run at temperature 180 celsius. The product is ClC1=C(C=CC(=C1)N1N=CC(NC1=O)=O)C(C#N)C1=C(C=C(C=C1)Cl)Cl (2-chloro-α-(2,4-dichlorophenyl)-4-(4,5-dihydro-3,5-dioxo-1,2,4-triazin-2(3H)-yl)benzeneacetonitrile). RXN SMILES: [Cl:1][C:2]1[CH:3]=[C:4]([N:18]2[C:23](=[O:24])[NH:22][C:21](=[O:25])[CH:20]=[N:19]2)[CH:5]=[CH:6][C:7]=1[CH:8](Cl)[C:9]1[CH:14]=[CH:13][C:12]([Cl:15])=[CH:11][C:10]=1[Cl:16].[Cu](C#N)[C:27]#[N:28]>ClC(Cl)Cl.CO>[Cl:1][C:2]1[CH:3]=[C:4]([N:18]2[C:23](=[O:24])[NH:22][C:21](=[O:25])[CH:20]=[N:19]2)[CH:5]=[CH:6][C:7]=1[CH:8]([C:9]1[CH:14]=[CH:13][C:12]([Cl:15])=[CH:11][C:10]=1[Cl:16])[C:27]#[N:28]. Procedure details: A mixture of 12 parts of 2-[3-chloro-4-[chloro(2,4-dichlorophenyl)methyl]phenyl]-1,2,4-triazine-3,5(2H,4H)-dione and 5.4 parts of copper cyanide is stirred and heated first for 3 hours at 130° C. and for 3 hours at 180° C. After cooling, the precipitated product is dissolved in a mixture of trichloromethane and methanol (90:10 by volume). The inorganic precipitate is filtered off and the filtrate is evaporated in vacuo. The residue is purified by column chromatography over silica gel using first... The reactants are CC(C)(C)COc1ccc2c(c1Br)C1(COC(N)=N1)c1cc(-c3cccnc3)ccc1O2, N#C[Zn]C#N, CN(C)C=O, O, c1ccc(P(c2ccccc2)(c2ccccc2)[Pd](P(c2ccccc2)(c2ccccc2)c2ccccc2)(P(c2ccccc2)(c2ccccc2)c2ccccc2)P(c2ccccc2)(c2ccccc2)c2ccccc2)cc1. Product: CC(C)(C)COc1ccc2c(c1C#N)C1(COC(N)=N1)c1cc(-c3cccnc3)ccc1O2. RXN SMILES: [Br:1][c:2]1[c:3]([O:27][CH2:28][C:29]([CH3:30])([CH3:31])[CH3:32])[cH:4][cH:5][c:6]2[c:20]1[C:14]1([c:13]3[c:8]([cH:9][cH:10][c:11](-[c:21]4[cH:22][n:23][cH:24][cH:25][cH:26]4)[cH:12]3)[O:7]2)[N:15]=[C:16]([NH2:19])[O:17][CH2:18]1.[C:33](#[N:34])[Zn:35][C:36]#[N:37].[O:38]=[CH:39][N:40]([CH3:41])[CH3:42].[OH2:43].[cH:44]1[cH:45][cH:46][c:47]([P:48]([Pd:49]([P:50]([c:51]2[cH:52][cH:53][cH:54][cH:55][cH:56]2)([c:57]2[cH:58][cH:59][cH:60][cH:61][cH:62]2)[c:63]2[cH:64][cH:65][cH:66][cH:67][cH:68]2)([P:69]([c:70]2[cH:71][cH:72][cH:73][cH:74][cH:75]2)([c:76]2[cH:77][cH:78][cH:79][cH:80][cH:81]2)[c:82]2[cH:83][cH:84][cH:85][cH:86][cH:87]2)[P:88]([c:89]2[cH:90][cH:91][cH:92][cH:93][cH:94]2)([c:95]2[cH:96][cH:97][cH:98][cH:99][cH:100]2)[c:101]2[cH:102][cH:103][cH:104][cH:105][cH:106]2)([c:107]2[cH:108][cH:109][cH:110][cH:111][cH:112]2)[c:113]2[cH:114][cH:115][cH:116][cH:117][cH:118]2)[cH:119][cH:120]1>>[c:2]1([C:33]#[N:34])[c:3]([O:27][CH2:28][C:29]([CH3:30])([CH3:31])[CH3:32])[cH:4][cH:5][c:6]2[c:20]1[C:14]1([c:13]3[c:8]([cH:9][cH:10][c:11](-[c:21]4[cH:22][n:23][cH:24][cH:25][cH:26]4)[cH:12]3)[O:7]2)[N:15]=[C:16]([NH2:19])[O:17][CH2:18]1.